This data is from the Open Reaction Database (ORD), a public repository of structured organic reaction records. The task is: describe an organic reaction: reactants, conditions, products, and yield Procedure details: Liquid anhydrous ammonia (10 ml) was added to a stirred suspension of the product from Example 13 in 350 ml dry diethyl ether at 0°-5° C. over a period of 20 minutes. The reaction mixture was stirred at 0°-5° C. for 30 minutes and was allowed to warm to room temperature over a two hour period. The solids were filtered and washed with diethyl ether. Concentration of the filtrate in vacuo gave a yellow solid which was washed with water, 1-chlorobutane, and then dried under vacuum to yield 17 g of ... As a reaction SMILES: [NH3:1].[N+:2]([C:5]1[CH:10]=[CH:9][CH:8]=[CH:7][C:6]=1[CH:11]([S:13](Cl)(=[O:15])=[O:14])[CH3:12])([O-:4])=[O:3]>C(OCC)C>[N+:2]([C:5]1[CH:10]=[CH:9][CH:8]=[CH:7][C:6]=1[CH:11]([S:13]([NH2:1])(=[O:15])=[O:14])[CH3:12])([O-:4])=[O:3]. Run at time 30 minute. The solvent is C(C)OCC (diethyl ether). Yields the product [N+](=O)([O-])C1=C(C=CC=C1)C(C)S(=O)(=O)N (1-(2-nitrophenyl)ethanesulfonamide). The reactants are N (ammonia), [N+](=O)([O-])C1=C(C=CC=C1)C(C)S(=O)(=O)Cl (1-(2-nitrophenyl)ethanesulfonyl chloride). Starting materials: CC(C)=O, CC(C)O, CCCC=CC1CCC(C=O)CC1, O=[Cr](=O)(O)O. The product is CCCC=CC1CCC(C(=O)O)CC1. RXN SMILES: [CH3:23][C:24](=[O:25])[CH3:26].[CH:19]([OH:20])([CH3:21])[CH3:22].[CH:1](=[CH:2][CH2:3][CH2:4][CH3:5])[CH:6]1[CH2:7][CH2:8][CH:9]([CH:12]=[O:13])[CH2:10][CH2:11]1.[Cr:14](=[O:15])([OH:16])([OH:17])=[O:18]>>[CH:1](=[CH:2][CH2:3][CH2:4][CH3:5])[CH:6]1[CH2:7][CH2:8][CH:9]([C:12](=[O:13])[OH:15])[CH2:10][CH2:11]1. The reactants are C(C1=CC=CC=C1)O[C@H]1[C@H]([C@H]2O[C@@H]([C@@H]1O)CO2)OC2OCCCC2 (1,6-anhydro-3-O-benzyl-2-O-tetrahydropyranyl-β-D-gulopyranose), [OH-].[K+] (potassium hydroxide), [OH-].[K+] (potassium hydroxide), C(CC)Br (propyl bromide), C(CC)Br (propyl bromide), ice water. The solvent is CS(=O)C (dimethylsulphoxide), CS(=O)C (dimethylsulphoxide), CS(=O)C (dimethylsulphoxide). Run at temperature 50 celsius. Product: C(C1=CC=CC=C1)O[C@H]1[C@H]([C@H]2O[C@@H]([C@@H]1OCCC)CO2)OC2OCCCC2 (1,6-anhydro-3-O-benzyl-4-O-propyl-2-O-tetrahydropyranyl-β-D-gulopyranose). Reaction SMILES: [CH2:1]([O:8][C@@H:9]1[C@@H:14]([OH:15])[C@H:13]2[CH2:16][O:17][C@H:11]([O:12]2)[C@@H:10]1[O:18][CH:19]1[CH2:24][CH2:23][CH2:22][CH2:21][O:20]1)[C:2]1[CH:7]=[CH:6][CH:5]=[CH:4][CH:3]=1.[OH-].[K+].[CH2:27](Br)[CH2:28][CH3:29]>CS(C)=O>[CH2:1]([O:8][C@@H:9]1[C@@H:14]([O:15][CH2:27][CH2:28][CH3:29])[C@H:13]2[CH2:16][O:17][C@H:11]([O:12]2)[C@@H:10]1[O:18][CH:19]1[CH2:24][CH2:23][CH2:22][CH2:21][O:20]1)[C:2]1[CH:3]=[CH:4][CH:5]=[CH:6][CH:7]=1 |f:1.2|. Procedure details: A solution of 10 g of 1,6-anhydro-3-O-benzyl-2-O-tetrahydropyranyl-β-D-gulopyranose in 20 ml of absolute dimethylsulphoxide is treated with 3 g of potassium hydroxide powder, while stirring and with the exclusion of moisture, in a nitrogen atmosphere, and the mixture is warmed to 50° C. A solution of 3 ml of propyl bromide in 10 ml of dimethylsulphoxide is added dropwise at this temperature in the course of 2 hours and the reaction mixture is stirred for a further 3 hours. A further 3 g of potas...